Dataset: the Open Reaction Database (ORD), a public repository of structured organic reaction records. Task: describe an organic reaction: reactants, conditions, products, and yield Reactants: C1(CCCCC1)N=C=NC1CCCCC1 (dicyclohexylcarbodiimide), C(C)(C)(C)OC(=O)N1C(SCC1C(=O)O)C=1C=NC=CC1 (N-tert-butoxycarbonyl-2-(3-pyridyl)thiazolidine-4-carboxylic acid), C1(=CC=CC=C1)NN (phenylhydrazine), ON1N=NC2=C1C=CC=C2 (1-hydroxybenzotriazole), resultant mixture. The solvent is O1CCCC1 (tetrahydrofuran), O1CCCC1 (tetrahydrofuran), C(C)(=O)OCC (ethyl acetate). Conditions: time 12 hour. Product: C1(=CC=CC=C1)NNC(=O)C1N(C(SC1)C=1C=NC=CC1)C(=O)OC(C)(C)C (N'-phenyl-3-tert-butoxycarbonyl-2-(3-pyridyl)thiazolidine-4-carbohydrazide). The yield is 95.7%. Reaction SMILES: C1(N=C=NC2CCCCC2)CCCCC1.[C:16]([O:20][C:21]([N:23]1[CH:27]([C:28]([OH:30])=O)[CH2:26][S:25][CH:24]1[C:31]1[CH:32]=[N:33][CH:34]=[CH:35][CH:36]=1)=[O:22])([CH3:19])([CH3:18])[CH3:17].[C:37]1([NH:43][NH2:44])[CH:42]=[CH:41][CH:40]=[CH:39][CH:38]=1.ON1C2C=CC=CC=2N=N1>O1CCCC1.C(OCC)(=O)C>[C:37]1([NH:43][NH:44][C:28]([CH:27]2[CH2:26][S:25][CH:24]([C:31]3[CH:32]=[N:33][CH:34]=[CH:35][CH:36]=3)[N:23]2[C:21]([O:20][C:16]([CH3:17])([CH3:18])[CH3:19])=[O:22])=[O:30])[CH:42]=[CH:41][CH:40]=[CH:39][CH:38]=1. Procedure: A solution of 450 mg of dicyclohexylcarbodiimide in 5 ml of tetrahydrofuran was added dropwise to a mixture of 680 mg of N-tert-butoxycarbonyl-2-(3-pyridyl)thiazolidine-4-carboxylic acid, 240 mg of phenylhydrazine, 450 mg of 1-hydroxybenzotriazole and 20 ml of tetrahydrofuran with ice cooling, and the resultant mixture was stirred with ice cooling for 1 hour and then at room temperature for 12 hours. The reaction mixture was diluted with 30 ml of ethyl acetate, and the insoluble matter was filte... The reactants are CC(C)(C)OC(=O)NCCN, CC(C)O, ClCCl, O, CC12CCC3C(CC(=O)C4CC(OC(=O)n5ccnc5)CCC43C)C1CCC2=O. The product is CC(C)(C)OC(=O)NCCNC(=O)OC1CCC2(C)C(C1)C(=O)CC1C3CCC(=O)C3(C)CCC12. RXN SMILES: [C:1]([CH3:2])([CH3:3])([CH3:4])[O:5][C:6](=[O:7])[NH:8][CH2:9][CH2:10][NH2:11].[CH3:45][CH:46]([OH:47])[CH3:48].[Cl:42][CH2:43][Cl:44].[OH2:41].[n:12]1([C:17](=[O:18])[O:19][CH:20]2[CH2:21][CH:22]3[C:23](=[O:40])[CH2:24][CH:25]4[CH:26]5[CH2:27][CH2:28][C:29](=[O:39])[C:30]5([CH3:31])[CH2:32][CH2:33][CH:34]4[C:35]3([CH3:38])[CH2:36][CH2:37]2)[cH:13][cH:14][n:15][cH:16]1>>[C:1]([CH3:2])([CH3:3])([CH3:4])[O:5][C:6](=[O:7])[NH:8][CH2:9][CH2:10][NH:11][C:17](=[O:18])[O:19][CH:20]1[CH2:21][CH:22]2[C:23](=[O:40])[CH2:24][CH:25]3[CH:26]4[CH2:27][CH2:28][C:29](=[O:39])[C:30]4([CH3:31])[CH2:32][CH2:33][CH:34]3[C:35]2([CH3:38])[CH2:36][CH2:37]1. Starting materials: Br, ClCCl, CC(=O)[O-], O=C(Cl)C(Cl)(Cl)Cl, Nc1csc(Br)n1, [Na+], c1ccncc1. Product: O=C(Nc1csc(Br)n1)C(Cl)(Cl)Cl. RXN SMILES: [BrH:1].[CH2:27]([Cl:28])[Cl:29].[CH3:23][C:24](=[O:25])[O-:26].[Cl:9][C:10]([C:11](=[O:12])[Cl:13])([Cl:14])[Cl:15].[NH2:2][c:3]1[n:4][c:5]([Br:8])[s:6][cH:7]1.[Na+:22].[cH:16]1[cH:17][cH:18][n:19][cH:20][cH:21]1>>[NH:2]([c:3]1[n:4][c:5]([Br:8])[s:6][cH:7]1)[C:11]([C:10]([Cl:9])([Cl:14])[Cl:15])=[O:12]. Product: C[Si](C)(C)C#Cc1cccnc1N. The reactants are CN1CCCC1=O, C#C[Si](C)(C)C, CCN(C(C)C)C(C)C, [Cu]I, Nc1ncccc1Br, O, c1ccc(P(c2ccccc2)(c2ccccc2)[Pd](P(c2ccccc2)(c2ccccc2)c2ccccc2)(P(c2ccccc2)(c2ccccc2)c2ccccc2)P(c2ccccc2)(c2ccccc2)c2ccccc2)cc1. Reaction SMILES: [CH3:25][N:26]1[CH2:27][CH2:28][CH2:29][C:30]1=[O:31].[CH3:9][Si:10]([CH3:11])([CH3:12])[C:13]#[CH:14].[CH:15]([N:16]([CH2:17][CH3:18])[CH:19]([CH3:20])[CH3:21])([CH3:22])[CH3:23].[Cu:109][I:110].[NH2:1][c:2]1[n:3][cH:4][cH:5][cH:6][c:7]1[Br:8].[OH2:24].[cH:32]1[cH:33][cH:34][c:35]([P:36]([Pd:37]([P:38]([c:39]2[cH:40][cH:41][cH:42][cH:43][cH:44]2)([c:45]2[cH:46][cH:47][cH:48][cH:49][cH:50]2)[c:51]2[cH:52][cH:53][cH:54][cH:55][cH:56]2)([P:57]([c:58]2[cH:59][cH:60][cH:61][cH:62][cH:63]2)([c:64]2[cH:65][cH:66][cH:67][cH:68][cH:69]2)[c:70]2[cH:71][cH:72][cH:73][cH:74][cH:75]2)[P:76]([c:77]2[cH:78][cH:79][cH:80][cH:81][cH:82]2)([c:83]2[cH:84][cH:85][cH:86][cH:87][cH:88]2)[c:89]2[cH:90][cH:91][cH:92][cH:93][cH:94]2)([c:95]2[cH:96][cH:97][cH:98][cH:99][cH:100]2)[c:101]2[cH:102][cH:103][cH:104][cH:105][cH:106]2)[cH:107][cH:108]1>>[NH2:1][c:2]1[n:3][cH:4][cH:5][cH:6][c:7]1[C:14]#[C:13][Si:10]([CH3:9])([CH3:11])[CH3:12]. Starting materials: P(=O)(Cl)(Cl)Cl (phosphoryl chloride), 107g, CNC1=CC=CC=C1 (N-methyl aniline), ClCC(=O)O (monochloracetic acid), P(=O)(Cl)(Cl)Cl (phosphoryl chloride), CNC1=CC=CC=C1 (N-methyl aniline). Solvent: O (water). Run at time 75 minute. The product is 157g, CN(C1=CC=CC=C1)C(CCl)=O (N-methyl chloro acetanilide). Yield: 85.5%. Reaction SMILES: P(Cl)(Cl)(Cl)=O.[CH3:6][NH:7][C:8]1[CH:13]=[CH:12][CH:11]=[CH:10][CH:9]=1.[Cl:14][CH2:15][C:16](O)=[O:17]>O>[CH3:6][N:7]([C:16](=[O:17])[CH2:15][Cl:14])[C:8]1[CH:13]=[CH:12][CH:11]=[CH:10][CH:9]=1. Procedure: 76.75g (0.50 moles) of phosphoryl chloride and 107g (1.00 moles) of N-methyl aniline were added to 99.2g (1.05 moles) of monochloracetic acid. Alternate additions of 10% of the total amount of each of the N-methyl aniline and of the phosphoryl chloride were made with stirring at a temperature of 60° to 70°C over a period of 75 minutes. The reaction mixture was then stirred at 100° to 110°C for 4 hours, after which the reaction mixture was cooled to 70° to 80°C and then poured into warm water. Th... Reactants: COCCOC, CCCCCC, Ic1cccc2ccccc12. The product is c1ccc2ccccc2c1. As a reaction SMILES: [CH3:18][O:19][CH2:20][CH2:21][O:22][CH3:23].[CH3:1][CH2:2][CH2:3][CH2:4][CH2:5][CH3:6].[I:7][c:8]1[cH:9][cH:10][cH:11][c:12]2[cH:13][cH:14][cH:15][cH:16][c:17]12>>[cH:8]1[cH:9][cH:10][cH:11][c:12]2[cH:13][cH:14][cH:15][cH:16][c:17]12.